Dataset: the Open Reaction Database (ORD), a public repository of structured organic reaction records. Task: describe an organic reaction: reactants, conditions, products, and yield The solvent is C=1(C(=CC=CC1)C)C (xylene). Yields the product COS(=O)(=O)[O-].C[N+]=1N(C(=CC1C1=CC=CC=C1)Cl)C (1,2-Dimethyl-3-chloro-5-phenylpyrazolium methyl sulfate). As a reaction SMILES: [CH3:1][O:2][S:3]([O:6]C)(=[O:5])=[O:4].[CH3:8][N:9]1[C:13]([Cl:14])=[CH:12][C:11]([C:15]2[CH:20]=[CH:19][CH:18]=[CH:17][CH:16]=2)=[N:10]1>C1(C)C(C)=CC=CC=1>[CH3:1][O:2][S:3]([O-:6])(=[O:5])=[O:4].[CH3:1][N+:10]1[N:9]([CH3:8])[C:13]([Cl:14])=[CH:12][C:11]=1[C:15]1[CH:16]=[CH:17][CH:18]=[CH:19][CH:20]=1 |f:3.4|. Reactants: COS(=O)(=O)OC (Dimethylsulfate), CN1N=C(C=C1Cl)C1=CC=CC=C1 (1-methyl-5-chloro-3-phenylpyrazole). Procedure details: Dimethylsulfate (30 g, 0.22 mole) is added to a stirred solution of 1-methyl-5-chloro-3-phenylpyrazole (39.5 g, 0.2 mole) in dry xylene (350 ml) and the reaction mixture is warmed to 105°C to 115°C for 18 hours. A brown syrup separates out, the reaction is cooled and the xylene is decanted off. Dry acetone (300 ml) is added and after stirring a white precipitate separates out and is filtered off, m.p. 100°C to 102°C 33.8 g (55%). Recrystallization from dry acetone-toluene gives white needles m.p... Starting materials: C(C)OCC=1N(C2=C(C=NC=3C=CC=CC23)N1)CCO (2-[2-(ethoxymethyl)-1H-imidazo[4,5-c]quinolin-1-yl]ethanol), C(C#C)Br (propargyl bromide). Yields the product C(C)OCC=1N(C2=C(C=NC=3C=CC=CC23)N1)CCOCC#C (2-(ethoxymethyl)-1-[2-(prop-2-ynyloxy)ethyl]-1H-imidazo[4,5-c]quinoline). The yield is 101.0%. Reaction SMILES: [CH2:1]([O:3][CH2:4][C:5]1[N:6]([CH2:18][CH2:19][OH:20])[C:7]2[C:16]3[CH:15]=[CH:14][CH:13]=[CH:12][C:11]=3[N:10]=[CH:9][C:8]=2[N:17]=1)[CH3:2].[CH2:21](Br)[C:22]#[CH:23]>>[CH2:1]([O:3][CH2:4][C:5]1[N:6]([CH2:18][CH2:19][O:20][CH2:23][C:22]#[CH:21])[C:7]2[C:16]3[CH:15]=[CH:14][CH:13]=[CH:12][C:11]=3[N:10]=[CH:9][C:8]=2[N:17]=1)[CH3:2]. Reported procedure: Using the general method of Example 1 Part A 2-[2-(ethoxymethyl)-1H-imidazo[4,5-c]quinolin-1-yl]ethanol (1.39 g, 5.123 mmol) was reacted with propargyl bromide (80% in toluene, 1.7 mL, 15.37 mmol) to provide 1.6 g of 2-(ethoxymethyl)-1-[2-(prop-2-ynyloxy)ethyl]-1H-imidazo[4,5-c]quinoline as an oil.